This data is from the Open Reaction Database (ORD), a public repository of structured organic reaction records. The task is: describe an organic reaction: reactants, conditions, products, and yield The reactants are compounds, CC(C#C/C=C/C/C(/CO)=C\CCC\C=C\C1=CC(=CC=C1)C1=CSC=C1)(C)C ((E,E,E)-2-(6,6-dimethyl-2-hepten-4-ynyl)-8-[3-(3-thienyl)phenyl]-2,7-octadien-1-ol), CC(C#C/C=C/C/C(/CO)=C\CCCCOC1=CC(=CC=C1)C1=CSC=C1)(C)C ((E,E)-2-(6,6-dimethyl-2-hepten-4-ynyl)-7-[3-(3-thienyl)phenoxy]-2-hepten-1-ol), C(C)I (ethyl iodide), CI (methyl iodide), raw material. Yields the product COC/C(=C/CCC/C=C/C=1C=C(C=CC1)C1=CSC=C1)/C\C=C\C#CC(C)(C)C ((E,E,E)-3-[3-(7-methoxymethyl-13,13-dimethyltetradeca-1,6,9-trien-11-ynyl)phenyl]thiophene). Reaction SMILES: [CH3:1]C(C)(C)C#C/C=C/C/C(=C\CCCCOC1C=CC=C(C2C=CSC=2)C=1)/CO.C(I)C.[CH3:33][C:34]([CH3:61])([CH3:60])[C:35]#[C:36]/[CH:37]=[CH:38]/[CH2:39]/[C:40](=[CH:43]\[CH2:44][CH2:45][CH2:46]/[CH:47]=[CH:48]/[C:49]1[CH:54]=[CH:53][CH:52]=[C:51]([C:55]2[CH:59]=[CH:58][S:57][CH:56]=2)[CH:50]=1)/[CH2:41][OH:42].CI>>[CH3:1][O:42][CH2:41]/[C:40](/[CH2:39]/[CH:38]=[CH:37]/[C:36]#[C:35][C:34]([CH3:61])([CH3:60])[CH3:33])=[CH:43]/[CH2:44][CH2:45][CH2:46]/[CH:47]=[CH:48]/[C:49]1[CH:50]=[C:51]([C:55]2[CH:59]=[CH:58][S:57][CH:56]=2)[CH:52]=[CH:53][CH:54]=1. Reported procedure: The compounds of Examples 30 and 31 are obtained by carrying out the same reaction as in Example 29 except that (E,E)-2-(6,6-dimethyl-2-hepten-4-ynyl)-7-[3-(3-thienyl)phenoxy]-2-hepten-1-ol and/or ethyl iodide are used in place of (E,E,E)-2-(6,6-dimethyl-2-hepten-4-ynyl)-8-[3-(3-thienyl)phenyl]-2,7-octadien-1-ol and/or methyl iodide which is the raw material compound used in the above reaction. The reactants are CN(C)C=NC=[N+](C)C.[Cl-] (Gold's reagent), C(C(=O)[O-])(=O)OC (Methyl oxalate), monomethyl ester, Example 1, C[O-].[Na+] (sodium methoxide), ice. Run in C(OC)COC (dimethoxyethane). Reaction conditions: time 18 hour. The product is OC1=NC=NC=C1C(=O)OC (methyl 4-hydroxypyrimidine-5-carboxylate). RXN SMILES: [C:1]([O:6][CH3:7])(=[O:5])[C:2]([O-])=O.C[O-:9].[Na+].[CH3:11][N:12]([CH:14]=[N:15][CH:16]=[N+](C)C)C.[Cl-]>C(COC)OC>[OH:9][C:16]1[C:2]([C:1]([O:6][CH3:7])=[O:5])=[CH:11][N:12]=[CH:14][N:15]=1 |f:1.2,3.4|. Procedure: Methyl oxalate (0.2 eq.) and malonomonoamide monomethyl ester (58.55 g, 0.50 mol) were added to an initial charge of sodium methoxide (279.4 g, 1.5 mol, 29% in methanol). 350 ml of dimethoxyethane were added. The solid Gold's reagent prepared as in Example 1 (89.35 g, 0.55 mol) was then added using a spatula. The suspension was then stirred at room temperature for 18 hours. The yellow suspension was poured on to an aqueous, ice-cold hydrochloric acid solution (2 eq. of HCl). Following filtration... Reported procedure: 100 mg 5-aminoindole are dissolved in 10 ml of pyridine. 186 mg 3,5-dichlorophenylsulphonyl chloride are added thereto and the mixture is stirred for 4 hours at ambient temperature. The solvent is eliminated in vacuo and the residue is divided between water and ethyl acetate. The aqueous phase is extracted with ethyl acetate and the combined organic phases are washed with saturated sodium chloride solution. After drying with magnesium sulphate the solvents are eliminated in vacuo and the residue... As a reaction SMILES: [NH2:1][C:2]1[CH:3]=[C:4]2[C:8](=[CH:9][CH:10]=1)[NH:7][CH:6]=[CH:5]2.[Cl:11][C:12]1[CH:13]=[C:14]([S:19](Cl)(=[O:21])=[O:20])[CH:15]=[C:16]([Cl:18])[CH:17]=1.O.C(OCC)(=O)C>N1C=CC=CC=1>[Cl:18][C:16]1[CH:15]=[C:14]([S:19]([NH:1][C:2]2[CH:3]=[C:4]3[C:8](=[CH:9][CH:10]=2)[NH:7][CH:6]=[CH:5]3)(=[O:20])=[O:21])[CH:13]=[C:12]([Cl:11])[CH:17]=1. Reaction conditions: time 4 hour. Yields the product ClC=1C=C(C=C(C1)Cl)S(=O)(=O)NC=1C=C2C=CNC2=CC1 (3,5-dichloro-N-(1H-indol-5-yl)-phenylsulphonamide). Solvent: N1=CC=CC=C1 (pyridine). Reactants: C(C)(=O)OCC (ethyl acetate), NC=1C=C2C=CNC2=CC1 (5-aminoindole), O (water), ClC=1C=C(C=C(C1)Cl)S(=O)(=O)Cl (3,5-dichlorophenylsulphonyl chloride). Yields the product CCOC(=O)C=C(CC)c1ccnc(OC)c1COCOC. RXN SMILES: [CH2:17]([Sn:18]([CH2:19][CH2:20][CH2:21][CH3:31])([C:22](=[CH:23][C:24](=[O:25])[O:26][CH2:27][CH3:28])[CH2:29][CH3:30])[CH2:32][CH2:33][CH2:34][CH3:35])[CH2:36][CH2:37][CH3:38].[CH3:39][S:40]([CH3:41])=[O:42].[Cl-:15].[Cu:43][Cl:44].[I:1][c:2]1[c:3]([CH2:10][O:11][CH2:12][O:13][CH3:14])[c:4]([O:8][CH3:9])[n:5][cH:6][cH:7]1.[Li+:16].[cH:45]1[cH:46][cH:47][c:48]([P:49]([Pd:50]([P:51]([c:52]2[cH:53][cH:54][cH:55][cH:56][cH:57]2)([c:58]2[cH:59][cH:60][cH:61][cH:62][cH:63]2)[c:64]2[cH:65][cH:66][cH:67][cH:68][cH:69]2)([P:70]([c:71]2[cH:72][cH:73][cH:74][cH:75][cH:76]2)([c:77]2[cH:78][cH:79][cH:80][cH:81][cH:82]2)[c:83]2[cH:84][cH:85][cH:86][cH:87][cH:88]2)[P:89]([c:90]2[cH:91][cH:92][cH:93][cH:94][cH:95]2)([c:96]2[cH:97][cH:98][cH:99][cH:100][cH:101]2)[c:102]2[cH:103][cH:104][cH:105][cH:106][cH:107]2)([c:108]2[cH:109][cH:110][cH:111][cH:112][cH:113]2)[c:114]2[cH:115][cH:116][cH:117][cH:118][cH:119]2)[cH:120][cH:121]1>>[c:2]1([C:22](=[CH:23][C:24](=[O:25])[O:26][CH2:27][CH3:28])[CH2:29][CH3:30])[c:3]([CH2:10][O:11][CH2:12][O:13][CH3:14])[c:4]([O:8][CH3:9])[n:5][cH:6][cH:7]1. The reactants are CCCC[Sn](CCCC)(CCCC)C(=CC(=O)OCC)CC, CS(C)=O, [Cl-], Cl[Cu], COCOCc1c(I)ccnc1OC, [Li+], c1ccc(P(c2ccccc2)(c2ccccc2)[Pd](P(c2ccccc2)(c2ccccc2)c2ccccc2)(P(c2ccccc2)(c2ccccc2)c2ccccc2)P(c2ccccc2)(c2ccccc2)c2ccccc2)cc1. Reactants: [NH4+].[Cl-] (NH4Cl), IC1=CNC(C2=CN=CC=C12)=O (4-iodo-2,7-naphthyridin-1(2H)-one), [H-].[Na+] (sodium hydride), C(C1=CC=CC=C1)Br (benzyl bromide). Run in O (water), CN(C)C=O (DMF). Run at temperature 0 celsius, time 30 minute. Product: C(C1=CC=CC=C1)N1C(C2=CN=CC=C2C(=C1)I)=O (2-benzyl-4-iodo-2,7-naphthyridin-1(2H)-one). The yield is 74.6%. RXN SMILES: [I:1][C:2]1[C:11]2[C:6](=[CH:7][N:8]=[CH:9][CH:10]=2)[C:5](=[O:12])[NH:4][CH:3]=1.[H-].[Na+].[CH2:15](Br)[C:16]1[CH:21]=[CH:20][CH:19]=[CH:18][CH:17]=1.[NH4+].[Cl-]>CN(C=O)C.O>[CH2:15]([N:4]1[CH:3]=[C:2]([I:1])[C:11]2[C:6](=[CH:7][N:8]=[CH:9][CH:10]=2)[C:5]1=[O:12])[C:16]1[CH:21]=[CH:20][CH:19]=[CH:18][CH:17]=1 |f:1.2,4.5|. Reported procedure: To a solution of 4-iodo-2,7-naphthyridin-1(2H)-one (0.544 g, 2.0 mmol) in anhydrous DMF (10 mL) was added sodium hydride (60% dispersion in mineral oil, 0.104 g, 2.6 mmol) at 0° C. The resulting mixture was stirred at 0° C. for 30 min and then benzyl bromide (0.410 g, 2.4 mmol) was added slowly. The reaction was stirred at 0° C. for 2 h, then allowed to warm to rt and stirred for 17 h. Saturated NH4Cl solution (5 mL) and water (5 mL) were added and the mixture was extracted with ethyl acetate (2... Reactants: CC(=O)[O-], CN(C)C=O, CC1=C(C(=O)CS(=O)(=O)NC(C)C)C(c2cccc([N+](=O)[O-])c2)C(C(=O)OCCCl)=C(C)N1, [Na+]. Product: CC(=O)OCCOC(=O)C1=C(C)NC(C)=C(C(=O)CS(=O)(=O)NC(C)C)C1c1cccc([N+](=O)[O-])c1. Reaction SMILES: [CH3:35][C:36]([O-:37])=[O:38].[CH3:39][N:40]([CH3:41])[CH:42]=[O:43].[Cl:1][CH2:2][CH2:3][O:4][C:5]([C:6]1=[C:7]([CH3:32])[NH:8][C:9]([CH3:31])=[C:10]([C:21]([CH2:22][S:23]([NH:24][CH:25]([CH3:26])[CH3:27])(=[O:28])=[O:29])=[O:30])[CH:11]1[c:12]1[cH:13][c:14]([N+:18](=[O:19])[O-:20])[cH:15][cH:16][cH:17]1)=[O:33].[Na+:34]>>[CH2:2]([CH2:3][O:4][C:5]([C:6]1=[C:7]([CH3:32])[NH:8][C:9]([CH3:31])=[C:10]([C:21]([CH2:22][S:23]([NH:24][CH:25]([CH3:26])[CH3:27])(=[O:28])=[O:29])=[O:30])[CH:11]1[c:12]1[cH:13][c:14]([N+:18](=[O:19])[O-:20])[cH:15][cH:16][cH:17]1)=[O:33])[O:38][C:36]([CH3:35])=[O:37]. Reactants: BrC1=CC(=C(C=C1)C(C(=O)N)N1CCC2(CN(C(CO2)=O)CC)CC1)F (2-(4-bromo-2-fluorophenyl)-2-(4-ethyl-3-oxo-1-oxa-4,9-diazaspiro[5.5]undecan-9-yl)acetamide), CC1(OB(OC1(C)C)B1OC(C(O1)(C)C)(C)C)C (4,4,4′,4′,5,5,5′,5′-octamethyl-2,2′-bi(1,3,2-dioxaborolane)), C(C)(=O)[O-].[K+] (potassium acetate), BrC1=CC=C2C=C(C=NC2=C1)C (7-bromo-3-methylquinoline), C(=O)([O-])[O-].[K+].[K+] (K2CO3). Reagents/catalysts: C1=CC=C(C=C1)P([C-]2C=CC=C2)C3=CC=CC=C3.C1=CC=C(C=C1)P([C-]2C=CC=C2)C3=CC=CC=C3.Cl[Pd]Cl.[Fe+2].C(Cl)Cl (PdCl2(dppf) CH2Cl2). Run in O1CCOCC1 (1,4-dioxane). Reaction conditions: temperature 120 celsius, time 1 hour. Yields the product C(C)N1C(COC2(C1)CCN(CC2)C(C(=O)N)C2=C(C=C(C=C2)C2=CC=C1C=C(C=NC1=C2)C)F)=O (2-(4-ethyl-3-oxo-1-oxa-4,9-diazaspiro[5.5]undecan-9-yl)-2-(2-fluoro-4-(3-methylquinolin-7-yl)phenyl)acetamide). Isolated yield 53.4%. As a reaction SMILES: Br[C:2]1[CH:7]=[CH:6][C:5]([CH:8]([N:12]2[CH2:25][CH2:24][C:15]3([O:20][CH2:19][C:18](=[O:21])[N:17]([CH2:22][CH3:23])[CH2:16]3)[CH2:14][CH2:13]2)[C:9]([NH2:11])=[O:10])=[C:4]([F:26])[CH:3]=1.CC1(C)C(C)(C)OB(B2OC(C)(C)C(C)(C)O2)O1.C([O-])(=O)C.[K+].Br[C:51]1[CH:60]=[C:59]2[C:54]([CH:55]=[C:56]([CH3:61])[CH:57]=[N:58]2)=[CH:53][CH:52]=1.C([O-])([O-])=O.[K+].[K+]>O1CCOCC1.C1C=CC(P(C2C=CC=CC=2)[C-]2C=CC=C2)=CC=1.C1C=CC(P(C2C=CC=CC=2)[C-]2C=CC=C2)=CC=1.Cl[Pd]Cl.[Fe+2].C(Cl)Cl>[CH2:22]([N:17]1[CH2:16][C:15]2([CH2:24][CH2:25][N:12]([CH:8]([C:5]3[CH:6]=[CH:7][C:2]([C:51]4[CH:60]=[C:59]5[C:54]([CH:55]=[C:56]([CH3:61])[CH:57]=[N:58]5)=[CH:53][CH:52]=4)=[CH:3][C:4]=3[F:26])[C:9]([NH2:11])=[O:10])[CH2:13][CH2:14]2)[O:20][CH2:19][C:18]1=[O:21])[CH3:23] |f:2.3,5.6.7,9.10.11.12.13|. Reported procedure: To a solution of 2-(4-bromo-2-fluorophenyl)-2-(4-ethyl-3-oxo-1-oxa-4,9-diazaspiro[5.5]undecan-9-yl)acetamide (212 mg, 0.5 mmol), 4,4,4′,4′,5,5,5′,5′-octamethyl-2,2′-bi(1,3,2-dioxaborolane) (126 mg, 0.5 mmol), and potassium acetate (97 mg, 0.99 mmol) in 1,4-dioxane (2.5 mL) was added PdCl2(dppf)-CH2Cl2 adduct (40 mg, 0.05 mmol). The reaction mixture was purged with nitrogen and heated at 120° C. for 4 h. The reaction mixture was cooled and 7-bromo-3-methylquinoline (110 mg, 0.5 mmol) and 2M aq K2... The reactants are COC(=O)C1=CC(NC=C1)=O (2-oxo-1,2-dihydro-pyridine-4-carboxylic acid methyl ester), [OH-].C(CCC)[N+](CCCC)(CCCC)CCCC (tetrabutylammonium hydroxide), C1(=CC=CC=C1)C (toluene), [OH-].[NH4+] (ammonium hydroxide). The solvent is O (H2O). Reaction conditions: time 2 hour. The product is C(C)OC(=O)C1=CC=C(C=C1)N1C(C=C(C=C1)C(=O)O)=O (1-(4-Ethoxycarbonyl-phenyl)-2-oxo-1,2-dihydro-pyridine-4-carboxylic acid). Reaction SMILES: C[O:2][C:3]([C:5]1[CH:10]=[CH:9][NH:8][C:7](=[O:11])[CH:6]=1)=[O:4].[OH-:12].C([N+](CC[CH2:28][CH3:29])(CCCC)CCCC)CCC.[OH-:30].[NH4+].[C:32]1([CH3:38])[CH:37]=[CH:36][CH:35]=[CH:34][CH:33]=1>O>[CH2:28]([O:12][C:38]([C:32]1[CH:37]=[CH:36][C:35]([N:8]2[CH:9]=[CH:10][C:5]([C:3]([OH:2])=[O:4])=[CH:6][C:7]2=[O:11])=[CH:34][CH:33]=1)=[O:30])[CH3:29] |f:1.2,3.4|. Procedure: A mixture of 2-oxo-1,2-dihydro-pyridine-4-carboxylic acid methyl ester (2.00 g), 1.0M tetrabutylammonium hydroxide in H2O (13 ml) and toluene (50 mL) was stirred for 2 hours at ambient temperature. Mixture was concentrated and co-evaporated with toluene (3×100 mL) and dried under high vacuum. To the residue was added 4-Iodo-benzoic acid ethyl ester (2.40 g) and co-evaporated with toluene (2×20 mL). Copper iodide (0.829 g) and DMF (10 mL) were added and reaction mixture heated at 95° C. for 18 ho... Procedure details: A mixture of 4-chloro-6-(2-phenylethynyl)-5-pyrimidin-5-ylpyridin-2-amine C3c (400 mg, 1.3 mmol), sodium methoxide (a solution of 2.61 mmol in 0.29 ml MeOH) and MeOH (2 ml) is stirred for 20 minutes at 100° C. and 10 minutes at 110° C. The mixture is diluted with water and extracted with DCM. The combined organic layers are dried over Na2SO4, concentrated in vacuo and the product purified by NP chromatography. Yield: 228 mg (58%). HPLC-MS: M+H=303. Starting materials: ClC1=CC(=NC(=C1C=1C=NC=NC1)C#CC1=CC=CC=C1)N (4-chloro-6-(2-phenylethynyl)-5-pyrimidin-5-ylpyridin-2-amine), C[O-].[Na+] (sodium methoxide). Conditions: temperature 110 celsius, time 10 minute. Yields the product COC1=CC(=NC(=C1C=1C=NC=NC1)C#CC1=CC=CC=C1)N (4-methoxy-6-(2-phenylethynyl)-5-pyrimidin-5-ylpyridin-2-amine). Run in O (water), CO (MeOH), CO (MeOH). RXN SMILES: Cl[C:2]1[C:7]([C:8]2[CH:9]=[N:10][CH:11]=[N:12][CH:13]=2)=[C:6]([C:14]#[C:15][C:16]2[CH:21]=[CH:20][CH:19]=[CH:18][CH:17]=2)[N:5]=[C:4]([NH2:22])[CH:3]=1.[CH3:23][O-:24].[Na+]>CO.O>[CH3:23][O:24][C:2]1[C:7]([C:8]2[CH:9]=[N:10][CH:11]=[N:12][CH:13]=2)=[C:6]([C:14]#[C:15][C:16]2[CH:21]=[CH:20][CH:19]=[CH:18][CH:17]=2)[N:5]=[C:4]([NH2:22])[CH:3]=1 |f:1.2|.